This data is from the Open Reaction Database (ORD), a public repository of structured organic reaction records. The task is: describe an organic reaction: reactants, conditions, products, and yield Reactants: ClC=1N=C(C2=C(N1)SC=C2)Cl (2,4-Dichlorothieno[2,3-d]pyrimidine), CNC1=CC=CC=C1 (N-methylaniline). Solvent: C(C)O (ethanol). Product: ClC=1N=C(C2=C(N1)SC=C2)N(C)C2=CC=CC=C2 (2-Chloro-4-(N-methylphenylamino)thieno[2,3-d]pyrimidine). As a reaction SMILES: [Cl:1][C:2]1[N:3]=[C:4](Cl)[C:5]2[CH:10]=[CH:9][S:8][C:6]=2[N:7]=1.[CH3:12][NH:13][C:14]1[CH:19]=[CH:18][CH:17]=[CH:16][CH:15]=1>C(O)C>[Cl:1][C:2]1[N:3]=[C:4]([N:13]([C:14]2[CH:19]=[CH:18][CH:17]=[CH:16][CH:15]=2)[CH3:12])[C:5]2[CH:10]=[CH:9][S:8][C:6]=2[N:7]=1. Procedure details: 2,4-Dichlorothieno[2,3-d]pyrimidine (4.5 g, 0.022 mol) and N-methylaniline (4.7 g, 0.044 mol) in ethanol (50 ml) were stirred at room temperature for 72 hours. The solid obtained was collected by filtration, washed with ethanol and dried, 5.15 g. Recrystallization from ethyl acetate gave the title compound, m.p. 167°-168°.